Dataset: the Open Reaction Database (ORD), a public repository of structured organic reaction records. Task: describe an organic reaction: reactants, conditions, products, and yield Reactants: [O-]CC.[Na+] (sodium ethoxide), [Na] (sodium), CN(C=C(C=O)OC1=CC=C(C=C1)OC)C (3-dimethylamino-2-(4-methoxy-phenoxy)-propenal), NC(=O)N (urea). RXN SMILES: [O-]CC.[Na+].[Na].CN(C)[CH:8]=[C:9]([O:12][C:13]1[CH:18]=[CH:17][C:16]([O:19][CH3:20])=[CH:15][CH:14]=1)[CH:10]=O.[NH2:22][C:23]([NH2:25])=[O:24]>C(O)C.C(O)(=O)C.O>[CH3:20][O:19][C:16]1[CH:17]=[CH:18][C:13]([O:12][C:9]2[CH:8]=[N:22][C:23]([OH:24])=[N:25][CH:10]=2)=[CH:14][CH:15]=1 |f:0.1,^1:4|. Yield: 20.9%. The product is COC1=CC=C(OC=2C=NC(=NC2)O)C=C1 (5-(4-Methoxy-phenoxy)-pyrimidin-2-ol). Solvent: C(C)O (ethanol), O (Water), C(C)(=O)O (acetic acid). Procedure: A solution of sodium ethoxide, prepared from sodium (0.80 g, 35.0 mmol), 3-dimethylamino-2-(4-methoxy-phenoxy)-propenal (3.87 g, 17.5 mmol) and urea (2.10 g, 35.0 mmol) in ethanol (25 ml) was heated at reflux for 4 hours. Water (1 ml) was added and heating was continued for an additional 2 hours. The solution was cooled to room temperature and neutralised with glacial acetic acid. Most of the solvent was removed by evaporation in vacuo. Water was added and the precipitate was isolated by suction... Conditions: time 2 hour. Reactants: NCCCCCCOCCCCC1=CC(=C(C=C1)O)[C@H](CCN(C(C)C)C(C)C)C1=CC=CC=C1 (4-{4-[(6-Aminohexyl)oxy]butyl}-2-[(1R)-3-(diisopropylamino)-1-phenylpropyl]phenol), C(C1=CC=CC=C1)OC1=C(C=C(C=C1)[C@H](CBr)O[Si](C)(C)C(C)(C)C)NS(=O)(=O)C (N-{2-(benzyloxy)-5-[(1R)-2-bromo-1-{[tert-butyl(dimethyl)silyl]oxy}ethyl]phenyl}methanesulfonamide), [I-].[K+] (potassium iodide), C(O)([O-])=O.[Na+] (sodium hydrogen carbonate). Solvent: C(CC)#N (propionitrile). The product is N (ammonia), C(C1=CC=CC=C1)OC1=C(C=C(C=C1)[C@H](CNCCCCCCOCCCCC1=CC(=C(C=C1)O)[C@H](CCN(C(C)C)C(C)C)C1=CC=CC=C1)O[Si](C)(C)C(C)(C)C)NS(=O)(=O)C (N-{2-(Benzyloxy)-5-[(1R)-1-{[tert-butyl(dimethyl)silyl]oxy}-2-{[6-(4-{3-[(1R)-3-(diisopropylamino)-1-phenylpropyl]-4-hydroxyphenyl}butoxy)hexyl]amino}ethyl]phenyl}methanesulfonamide). RXN SMILES: [NH2:1][CH2:2][CH2:3][CH2:4][CH2:5][CH2:6][CH2:7][O:8][CH2:9][CH2:10][CH2:11][CH2:12][C:13]1[CH:18]=[CH:17][C:16]([OH:19])=[C:15]([C@@H:20]([C:30]2[CH:35]=[CH:34][CH:33]=[CH:32][CH:31]=2)[CH2:21][CH2:22][N:23]([CH:27]([CH3:29])[CH3:28])[CH:24]([CH3:26])[CH3:25])[CH:14]=1.[CH2:36]([O:43][C:44]1[CH:49]=[CH:48][C:47]([C@@H:50]([O:53][Si:54]([C:57]([CH3:60])([CH3:59])[CH3:58])([CH3:56])[CH3:55])[CH2:51]Br)=[CH:46][C:45]=1[NH:61][S:62]([CH3:65])(=[O:64])=[O:63])[C:37]1[CH:42]=[CH:41][CH:40]=[CH:39][CH:38]=1.[I-].[K+].C(=O)([O-])O.[Na+]>C(#N)CC>[NH3:1].[CH2:36]([O:43][C:44]1[CH:49]=[CH:48][C:47]([C@@H:50]([O:53][Si:54]([C:57]([CH3:58])([CH3:60])[CH3:59])([CH3:56])[CH3:55])[CH2:51][NH:1][CH2:2][CH2:3][CH2:4][CH2:5][CH2:6][CH2:7][O:8][CH2:9][CH2:10][CH2:11][CH2:12][C:13]2[CH:18]=[CH:17][C:16]([OH:19])=[C:15]([C@@H:20]([C:30]3[CH:35]=[CH:34][CH:33]=[CH:32][CH:31]=3)[CH2:21][CH2:22][N:23]([CH:27]([CH3:28])[CH3:29])[CH:24]([CH3:26])[CH3:25])[CH:14]=2)=[CH:46][C:45]=1[NH:61][S:62]([CH3:65])(=[O:63])=[O:64])[C:37]1[CH:42]=[CH:41][CH:40]=[CH:39][CH:38]=1 |f:2.3,4.5|. Reported procedure: 4-{4-[(6-Aminohexyl)oxy]butyl}-2-[(1R)-3-(diisopropylamino)-1-phenylpropyl]phenol (Preparation 26, 153 mg, 0.32 mmol) and N-{2-(benzyloxy)-5-[(1R)-2-bromo-1-{[tert-butyl(dimethyl)silyl]oxy}ethyl]phenyl}methanesulfonamide (Prepared according to WO2005/080324, 155 mg, 0.32 mmol), potassium iodide (10 mg) and sodium hydrogen carbonate (104 mg, 1.23 mmol) were heated in propionitrile (3 ml) at 90° C. for 24 hours. The reaction was cooled to room temperature and the solvent removed in vacuo. The resi... As a reaction SMILES: [Cl:9][c:10]1[n:11][n:12][c:13](-[c:20]2[cH:21][cH:22][cH:23][cH:24][cH:25]2)[c:14]2[cH:15][cH:16][cH:17][cH:18][c:19]12.[NH2:1][c:2]1[cH:3][cH:4][c:5]([NH2:6])[cH:7][cH:8]1.[OH2:26]>>[NH:1]([c:2]1[cH:3][cH:4][c:5]([NH2:6])[cH:7][cH:8]1)[c:10]1[n:11][n:12][c:13](-[c:20]2[cH:21][cH:22][cH:23][cH:24][cH:25]2)[c:14]2[cH:15][cH:16][cH:17][cH:18][c:19]12. Product: Nc1ccc(Nc2nnc(-c3ccccc3)c3ccccc23)cc1. Reactants: Clc1nnc(-c2ccccc2)c2ccccc12, Nc1ccc(N)cc1, O. The reactants are ClCCl, COC(=O)c1cnn(CO)c1, O=S(Cl)Cl. Product: COC(=O)c1cnn(CCl)c1. As a reaction SMILES: [Cl:16][CH2:17][Cl:18].[OH:1][CH2:2][n:3]1[n:4][cH:5][c:6]([C:8](=[O:9])[O:10][CH3:11])[cH:7]1.[S:12]([Cl:13])([Cl:14])=[O:15]>>[CH2:2]([n:3]1[n:4][cH:5][c:6]([C:8](=[O:9])[O:10][CH3:11])[cH:7]1)[Cl:14].